From a dataset of the Open Reaction Database (ORD), a public repository of structured organic reaction records. describe an organic reaction: reactants, conditions, products, and yield Reactants: CC1=C(C#N)C(c2ccc(C#N)cc2)n2nc(N(CC#N)C(=O)OCc3ccccc3)nc2N1c1cccc(C(F)(F)F)c1, CO. Yields the product CC1=C(C#N)C(c2ccc(C#N)cc2)n2nc(NCC#N)nc2N1c1cccc(C(F)(F)F)c1. Reaction SMILES: [CH2:1]([O:2][C:3](=[O:4])[N:10]([CH2:11][C:12]#[N:13])[c:14]1[n:15][n:16]2[c:17]([n:43]1)[N:18]([c:33]1[cH:34][c:35]([C:39]([F:40])([F:41])[F:42])[cH:36][cH:37][cH:38]1)[C:19]([CH3:32])=[C:20]([C:30]#[N:31])[CH:21]2[c:22]1[cH:23][cH:24][c:25]([C:28]#[N:29])[cH:26][cH:27]1)[c:5]1[cH:6][cH:7][cH:8][cH:9][cH:44]1.[CH3:45][OH:46]>>[NH:10]([CH2:11][C:12]#[N:13])[c:14]1[n:15][n:16]2[c:17]([n:43]1)[N:18]([c:33]1[cH:34][c:35]([C:39]([F:40])([F:41])[F:42])[cH:36][cH:37][cH:38]1)[C:19]([CH3:32])=[C:20]([C:30]#[N:31])[CH:21]2[c:22]1[cH:23][cH:24][c:25]([C:28]#[N:29])[cH:26][cH:27]1. The reactants are C([O-])([O-])=O.[Cs+].[Cs+] (cesium carbonate), CI (methyl iodide), C1(=CC=CC=C1)N1C(=NC2=C1C=C(C=C2)OCCC(=O)O)C2=CC=CC=C2 (3-[(1,2-diphenyl-1H-benzimidazol-6-yl)oxy]propanoic acid). The solvent is ClCCl (dichloromethane), CN(C=O)C (N,N-dimethylformamide). Reaction conditions: time 2 day. Product: COC(CCOC=1C=CC2=C(N(C(=N2)C2=CC=CC=C2)C2=CC=CC=C2)C1)=O (3-[(1,2-Diphenyl-1H-benzimidazol-6-yl)oxy]propanoic acid methyl ester). RXN SMILES: [C:1]1([N:7]2[C:11]3[CH:12]=[C:13]([O:16][CH2:17][CH2:18][C:19]([OH:21])=[O:20])[CH:14]=[CH:15][C:10]=3[N:9]=[C:8]2[C:22]2[CH:27]=[CH:26][CH:25]=[CH:24][CH:23]=2)[CH:6]=[CH:5][CH:4]=[CH:3][CH:2]=1.[C:28](=O)([O-])[O-].[Cs+].[Cs+].CI>CN(C)C=O.ClCCl>[CH3:28][O:20][C:19](=[O:21])[CH2:18][CH2:17][O:16][C:13]1[CH:14]=[CH:15][C:10]2[N:9]=[C:8]([C:22]3[CH:23]=[CH:24][CH:25]=[CH:26][CH:27]=3)[N:7]([C:1]3[CH:2]=[CH:3][CH:4]=[CH:5][CH:6]=3)[C:11]=2[CH:12]=1 |f:1.2.3|. Reported procedure: 45 mg of 3-[(1,2-diphenyl-1H-benzimidazol-6-yl)oxy]propanoic acid was dissolved in 0.5 ml of N,N-dimethylformamide and mixed with 41 mg of cesium carbonate and 10 μl of methyl iodide. It was allowed to stir for 2 days, diluted with dichloromethane, filtered, the filtrate was concentrated by evaporation in a vacuum, and the residue was chromatographed on silica gel. Run at temperature 100 celsius, time 0.5 hour. The product is ClC=1C(=NC(=C(C1)[N+](=O)[O-])C=CN(C)C)SC (3-Chloro-6-[2-(dimethylamino)ethenyl]-2-methylthio-5-nitropyridine). Procedure details: 3-Chloro-6-methyl-2-methylthio-5-nitropyridine (D7) (1.35 g, 6.18 mmol) was treated with tert-butoxy-bis(dimethylamino)methane (1.26 ml, 7.41 mmol) and was heated to 100° C. with stirrng. After 0.5 h, the reaction mixture was allowed to cool and was triturated with petroleum ether (60-80) (15 ml). The resultant dark solid was then filtered off and dried in vacuo to give the title compound as a dark red solid (1.56 g, 92%). As a reaction SMILES: [Cl:1][C:2]1[C:3]([S:12][CH3:13])=[N:4][C:5]([CH3:11])=[C:6]([N+:8]([O-:10])=[O:9])[CH:7]=1.C(O[CH:19](N(C)C)[N:20]([CH3:22])[CH3:21])(C)(C)C>>[Cl:1][C:2]1[C:3]([S:12][CH3:13])=[N:4][C:5]([CH:11]=[CH:19][N:20]([CH3:22])[CH3:21])=[C:6]([N+:8]([O-:10])=[O:9])[CH:7]=1. The yield is 92.2%. Starting materials: ClC=1C(=NC(=C(C1)[N+](=O)[O-])C)SC (3-Chloro-6-methyl-2-methylthio-5-nitropyridine), C(C)(C)(C)OC(N(C)C)N(C)C (tert-butoxy-bis(dimethylamino)methane).